This data is from the Open Reaction Database (ORD), a public repository of structured organic reaction records. The task is: describe an organic reaction: reactants, conditions, products, and yield The reactants are CON(C)C(=O)C1CN(C(=O)OC(C)(C)C)C1, C[Mg+], [Cl-], C1CCOC1, C1CCOC1. The product is CC(=O)C1CN(C(=O)OC(C)(C)C)C1. As a reaction SMILES: [CH3:1][O:2][N:3]([C:4](=[O:5])[CH:6]1[CH2:7][N:8]([C:10](=[O:11])[O:12][C:13]([CH3:14])([CH3:15])[CH3:16])[CH2:9]1)[CH3:17].[CH3:24][Mg+:25].[Cl-:23].[O:18]1[CH2:19][CH2:22][CH2:21][CH2:20]1.[O:26]1[CH2:27][CH2:28][CH2:29][CH2:30]1>>[C:4](=[O:5])([CH:6]1[CH2:7][N:8]([C:10](=[O:11])[O:12][C:13]([CH3:14])([CH3:15])[CH3:16])[CH2:9]1)[CH3:19]. Starting materials: Cl (hydrogen chloride), O1CCOCC1 (dioxane), [OH-].[Na+] (sodium hydroxide), C(C)(C)(C)OC(NC1(COC(OC1)(C)C)CCC1=CC(=C(C=C1)OCCCC1=CC(=CC=C1)C)C#N)=O ([5-(2-{3-cyano-4-[3-(3-methylphenyl)propoxy]phenyl}ethyl)-2,2-dimethyl-1,3-dioxan-5-yl]carbamic acid t-butyl ester). Run in C(Cl)Cl (methylene chloride), O1CCCC1 (tetrahydrofuran), O (water), FC(C(=O)O)(F)F (trifluoroacetic acid). Reaction conditions: time 4 hour. Yields the product Cl.NC(CO)(CO)CCC1=CC(=C(C=C1)OCCCC1=CC(=CC=C1)C)C#N (2-amino-2-(2-{3-cyano-4-[3-(3-methylphenyl)propoxy]phenyl}ethyl)propane-1,3-diol hydrochloride). As a reaction SMILES: C(OC(=O)[NH:7][C:8]1([CH2:16][CH2:17][C:18]2[CH:23]=[CH:22][C:21]([O:24][CH2:25][CH2:26][CH2:27][C:28]3[CH:33]=[CH:32][CH:31]=[C:30]([CH3:34])[CH:29]=3)=[C:20]([C:35]#[N:36])[CH:19]=2)[CH2:13][O:12]C(C)(C)[O:10][CH2:9]1)(C)(C)C.[OH-].[Na+].[ClH:40].O1CCOCC1>O1CCCC1.O.FC(F)(F)C(O)=O.C(Cl)Cl>[ClH:40].[NH2:7][C:8]([CH2:16][CH2:17][C:18]1[CH:23]=[CH:22][C:21]([O:24][CH2:25][CH2:26][CH2:27][C:28]2[CH:33]=[CH:32][CH:31]=[C:30]([CH3:34])[CH:29]=2)=[C:20]([C:35]#[N:36])[CH:19]=1)([CH2:13][OH:12])[CH2:9][OH:10] |f:1.2,9.10|. Procedure details: Compound 208-2 (0.360 g) was dissolved in a mixed solvent of tetrahydrofuran (4 ml) and water (1 ml), trifluoroacetic acid (1 ml) was added, and the mixture was stirred at room temperature for 4 hr. To the reaction mixture was added 1M aqueous sodium hydroxide solution, and the mixture was extracted with ethyl acetate, washed with saturated brine, and dried over anhydrous magnesium sulfate. The solvent was evaporated under reduced pressure to give a yellow oil. To a solution of the yellow oil in...